This data is from the Open Reaction Database (ORD), a public repository of structured organic reaction records. The task is: describe an organic reaction: reactants, conditions, products, and yield Reactants: C(N)(=N)C=1C=CC(=C(C1)S(=O)(=O)O)O (5-amidino-2-hydroxybenzenesulfonic acid), C(C1=CC=CC=C1)(=O)Cl (benzoyl chloride). Yields the product C(N)(=N)C=1C=CC(=C(C1)S(=O)(=O)O)OC(C1=CC=CC=C1)=O (5-amidino-2-benzoyloxybenzenesulfonic acid). Reported procedure: To 30 ml of dried pyridine, was added 3.0 g of 5-amidino-2-hydroxybenzenesulfonic acid. To the mixture, while being cooled in ice, was slowly added dropwise 2.0 g of benzoyl chloride. After the addition, the mixture was stirred overnight at room temperature. The insolubles deposited from the reaction mixture were separated by filtration, washed with pyridine, then with water, finally with acetone, and suspended in methanol. The insolubles were removed by filtration, and ethyl ether was added to ... RXN SMILES: [C:1]([C:4]1[CH:5]=[CH:6][C:7]([OH:14])=[C:8]([S:10]([OH:13])(=[O:12])=[O:11])[CH:9]=1)(=[NH:3])[NH2:2].[C:15](Cl)(=[O:22])[C:16]1[CH:21]=[CH:20][CH:19]=[CH:18][CH:17]=1>N1C=CC=CC=1>[C:1]([C:4]1[CH:5]=[CH:6][C:7]([O:14][C:15](=[O:22])[C:16]2[CH:21]=[CH:20][CH:19]=[CH:18][CH:17]=2)=[C:8]([S:10]([OH:13])(=[O:11])=[O:12])[CH:9]=1)(=[NH:2])[NH2:3]. Run in N1=CC=CC=C1 (pyridine). Run at time 8 hour.